From a dataset of the Open Reaction Database (ORD), a public repository of structured organic reaction records. describe an organic reaction: reactants, conditions, products, and yield Starting materials: NC1=C2N=C(N(C2=NC(=N1)S)CC1=CC=CC=C1)O (6-amino-9-benzyl-8-hydroxy-2-mercaptopurine), C([O-])([O-])=O.[K+].[K+] (potassium carbonate), C1(=CC=C(C=C1)S(=O)(=O)OCC(C)OCC)C (2-ethoxypropyl p-toluenesulfonate). Run in CN(C=O)C (dimethylformamide). Run at time 4 hour. Yields the product NC1=C2N=C(N(C2=NC(=N1)SCCCOCC)CC1=CC=CC=C1)O (6-Amino-9-benzyl-8-hydroxy-2-(3-ethoxypropyl)thiopurine). The yield is 29.5%. As a reaction SMILES: [NH2:1][C:2]1[N:10]=[C:9]([SH:11])[N:8]=[C:7]2[C:3]=1[N:4]=[C:5]([OH:19])[N:6]2[CH2:12][C:13]1[CH:18]=[CH:17][CH:16]=[CH:15][CH:14]=1.[C:20](=O)([O-])[O-].[K+].[K+].C1(C)C=CC(S(OC[CH:37]([O:39][CH2:40][CH3:41])[CH3:38])(=O)=O)=CC=1>CN(C)C=O>[NH2:1][C:2]1[N:10]=[C:9]([S:11][CH2:20][CH2:41][CH2:40][O:39][CH2:37][CH3:38])[N:8]=[C:7]2[C:3]=1[N:4]=[C:5]([OH:19])[N:6]2[CH2:12][C:13]1[CH:18]=[CH:17][CH:16]=[CH:15][CH:14]=1 |f:1.2.3|. Reported procedure: Crude 6-amino-9-benzyl-8-hydroxy-2-mercaptopurine (80 mg, 0.65 mmol) was suspended in dimethylformamide (60 ml). To the suspension were added potassium carbonate (150 mg, 1.1 mmol) and 2-ethoxypropyl p-toluenesulfonate (280 mg, 1.1 mmol) in order. The mixture was stirred at room temperature for 4 hours. The solvent was removed in vacuo, and the residue was purified by silica gel chromatography (5% methanol/chloroform) to give the subject compound (69 mg, yield 30%). Starting materials: CCOC(C)=O, CC(C)N1CCn2c1nc(C(=O)NCc1ccc(F)cc1-n1cncn1)c(OCc1ccccc1)c2=O. Product: CC(C)N1CCn2c1nc(C(=O)NCc1ccc(F)cc1-n1cncn1)c(O)c2=O. As a reaction SMILES: [CH3:38][CH2:39][O:40][C:41](=[O:42])[CH3:43].[F:1][c:2]1[cH:3][c:4](-[n:33]2[n:34][cH:35][n:36][cH:37]2)[c:5]([CH2:6][NH:7][C:8](=[O:9])[c:10]2[n:11][c:12]3[n:13]([c:14](=[O:24])[c:15]2[O:16][CH2:17][c:18]2[cH:19][cH:20][cH:21][cH:22][cH:23]2)[CH2:25][CH2:26][N:27]3[CH:28]([CH3:29])[CH3:30])[cH:31][cH:32]1>>[F:1][c:2]1[cH:3][c:4](-[n:33]2[n:34][cH:35][n:36][cH:37]2)[c:5]([CH2:6][NH:7][C:8](=[O:9])[c:10]2[n:11][c:12]3[n:13]([c:14](=[O:24])[c:15]2[OH:16])[CH2:25][CH2:26][N:27]3[CH:28]([CH3:29])[CH3:30])[cH:31][cH:32]1. Reactants: FC1=C(C(=CC=C1)F)C=1SC(=C(N1)C(NC=1C=NN(C1N1CCC2(OCC2)[C@@H](CC1)NC(C(F)(F)F)=O)C)=O)NC(OC(C)(C)C)=O (tert-butyl N-[2-(2,6-difluorophenyl)-4-[[1-methyl-5-[(10R)-10-[(2,2,2-trifluoroacetyl)amino]-3-oxa-7-azaspiro[3.6]decan-7-yl]pyrazol-4-yl]carbamoyl]thiazol-5-yl]carbamate), C([O-])([O-])=O.[K+].[K+] (potassium carbonate). Solvent: CO (methanol), O (water), O (water). Reaction conditions: temperature 65 celsius, time 20 minute. Product: NC1=C(N=C(S1)C1=C(C=CC=C1F)F)C(=O)NC=1C=NN(C1N1CCC(C2(CCO2)CC1)N)C (5-amino-N-[5-(5-amino-1-oxa-8-azaspiro[3.6]decan-8-yl)-1-methyl-pyrazol-4-yl]-2-(2,6-difluorophenyl)thiazole-4-carboxamide). RXN SMILES: [F:1][C:2]1[CH:7]=[CH:6][CH:5]=[C:4]([F:8])[C:3]=1[C:9]1[S:10][C:11]([NH:40]C(=O)OC(C)(C)C)=[C:12]([C:14](=[O:39])[NH:15][C:16]2[CH:17]=[N:18][N:19]([CH3:38])[C:20]=2[N:21]2[CH2:30][CH2:29][C@@H:28]([NH:31]C(=O)C(F)(F)F)[C:24]3([CH2:27][CH2:26][O:25]3)[CH2:23][CH2:22]2)[N:13]=1.C(=O)([O-])[O-].[K+].[K+]>CO.O>[NH2:40][C:11]1[S:10][C:9]([C:3]2[C:2]([F:1])=[CH:7][CH:6]=[CH:5][C:4]=2[F:8])=[N:13][C:12]=1[C:14]([NH:15][C:16]1[CH:17]=[N:18][N:19]([CH3:38])[C:20]=1[N:21]1[CH2:22][CH2:23][C:24]2([O:25][CH2:26][CH2:27]2)[CH:28]([NH2:31])[CH2:29][CH2:30]1)=[O:39] |f:1.2.3|. Procedure details: To a solution of tert-butyl N-[2-(2,6-difluorophenyl)-4-[[1-methyl-5-[(10R)-10-[(2,2,2-trifluoroacetyl)amino]-3-oxa-7-azaspiro[3.6]decan-7-yl]pyrazol-4-yl]carbamoyl]thiazol-5-yl]carbamate (30 mg, 0.044 mmol) in methanol (2 mL) and water (2 mL) was added potassium carbonate (67 mg, 0.48 mmol). The mixture was heated at 65° C. for 8 h. After cooling to room temperature, the reaction mixture was diluted with water and extracted with EA 3×. Combined organic layers were dried over Na2SO4, filtered an...